Task: describe an organic reaction: reactants, conditions, products, and yield. Dataset: the Open Reaction Database (ORD), a public repository of structured organic reaction records Starting materials: C(C)OC(CC(=O)C=CC1=CC=CC2=CC=CC=C12)=O (naphth-1-ylmethylideneacetoacetic acid ethyl ester), C(C)OC(C=C(N)N1CCCC1)=O (3-pyrrolidino-3-aminoacrylic acid ethyl ester). Solvent: C(C)O (ethanol), C(C)O (ethanol). Yields the product C(C)OC(=O)C1=C(N=C(C(C1C1=CC=CC2=CC=CC=C12)C(=O)OCC)C)N1CCCC1 (2-pyrrolidino-6-methyl-4-naphth-1-yl-4,5-dihydropyridine-3,5-dicarboxylic acid diethyl ester). The yield is 52.0%. As a reaction SMILES: C(OC(=O)[CH2:5][C:6]([CH:8]=[CH:9][C:10]1[C:19]2[C:14](=[CH:15][CH:16]=[CH:17][CH:18]=2)[CH:13]=[CH:12][CH:11]=1)=O)C.[CH2:21]([O:23][C:24](=[O:33])[CH:25]=[C:26]([N:28]1[CH2:32][CH2:31][CH2:30][CH2:29]1)[NH2:27])[CH3:22]>C(O)C>[CH2:21]([O:23][C:24]([C:25]1[CH:9]([C:10]2[C:19]3[C:14](=[CH:15][CH:16]=[CH:17][CH:18]=3)[CH:13]=[CH:12][CH:11]=2)[CH:8]([C:24]([O:23][CH2:21][CH3:22])=[O:33])[C:6]([CH3:5])=[N:27][C:26]=1[N:28]1[CH2:32][CH2:31][CH2:30][CH2:29]1)=[O:33])[CH3:22]. Procedure details: Boiling a solution of 13.4 g of naphth-1-ylmethylideneacetoacetic acid ethyl ester and 9.2 g of 3-pyrrolidino-3-aminoacrylic acid ethyl ester in 100 ml of ethanol for 2 hours yields 2-pyrrolidino-6-methyl-4-naphth-1-yl-4,5-dihydropyridine-3,5-dicarboxylic acid diethyl ester of melting point 121°C (ethanol). Yield: 52% of theory. The reactants are C(C)N(C(=O)C=1C=CC=2C(C3=CC=CC=C3OC2C1)C1CC2CCC(C1)N2)CC (9-(8-aza-bicyclo[3.2.1]oct-3-yl)-9H-xanthene-3-carboxylic acid diethylamide), C(C)N(C(=O)C=1C=CC=2C(C3=CC=CC=C3OC2C1)C1CC2CCC(C1)N2)CC (9-(8-Aza-bicyclo[3.2.1]oct-3-yl)-9H-xanthene-3-carboxylic acid diethylamide), C(C)(=O)O[BH-](OC(C)=O)OC(C)=O.C[N+](C)(C)C (tetramethylammonium triacetoxyborohydride), O1C=C(C=C1)C=O (3-furaldehyde). Run in C(Cl)Cl (CH2Cl2), C(Cl)Cl (CH2Cl2). Run at time 24 hour. Product: C(C)N(C(=O)C=1C=CC=2C(C3=CC=CC=C3OC2C1)=C1CC2CCC(C1)N2CC2=COC=C2)CC (9-(8-Furan-3-ylmethyl-8-aza-bicyclo[3.2.1]oct-3-ylidene)-9H-xanthene-3-carboxylic acid diethylamide). As a reaction SMILES: [CH2:1]([N:3]([CH2:28][CH3:29])[C:4]([C:6]1[CH:7]=[CH:8][C:9]2[CH:10]([CH:20]3[CH2:26][CH:25]4[NH:27][CH:22]([CH2:23][CH2:24]4)[CH2:21]3)[C:11]3[C:16]([O:17][C:18]=2[CH:19]=1)=[CH:15][CH:14]=[CH:13][CH:12]=3)=[O:5])[CH3:2].C(O[BH-](OC(=O)C)OC(=O)C)(=O)C.C[N+](C)(C)C.[O:48]1[CH:52]=[CH:51][C:50]([CH:53]=O)=[CH:49]1>C(Cl)Cl>[CH2:28]([N:3]([CH2:1][CH3:2])[C:4]([C:6]1[CH:7]=[CH:8][C:9]2[C:10](=[C:20]3[CH2:26][CH:25]4[N:27]([CH2:53][C:50]5[CH:51]=[CH:52][O:48][CH:49]=5)[CH:22]([CH2:23][CH2:24]4)[CH2:21]3)[C:11]3[C:16]([O:17][C:18]=2[CH:19]=1)=[CH:15][CH:14]=[CH:13][CH:12]=3)=[O:5])[CH3:29] |f:1.2|. Reported procedure: To a solution of 9-(8-aza-bicyclo[3.2.1]oct-3-yl)-9H-xanthene-3-carboxylic acid diethylamide, 9a (0.65 g, 1.7 mmol) in CH2Cl2 (20 mL) were added tetramethylammonium triacetoxyborohydride (0.53 g, 2.5 mmol) and 3-furaldehyde (0.17 mL, 2.0 mmol). The mixture was stirred at rt for 24 h, diluted with CH2Cl2 (10 mL), and washed with 1 N NaOH. The organic phase was dried over sodium sulfate, filtered, and concentrated. The crude product was purified by flash chromatography (eluent: 5% 0.5 M NH3 in met... Starting materials: ClC1=NC(N=C1Cl)=C(Cl)Cl (4,5-dichloro-2-dichloromethylene-imidazole), C(C)NC(=O)NCC (N,N'-diethylurea), O (water). Conditions: temperature 100 celsius. Product: ClC=1N=C(NC1Cl)C(=O)N(C(=O)NCC)CC (4,5-dichloro-imidazol-2-oyl-N,N'-diethylurea). Isolated yield 66.0%. RXN SMILES: [Cl:1][C:2]1[C:6]([Cl:7])=[N:5][C:4](=[C:8](Cl)Cl)[N:3]=1.[CH2:11]([NH:13][C:14]([NH:16][CH2:17][CH3:18])=[O:15])[CH3:12].[OH2:19]>>[Cl:1][C:2]1[N:3]=[C:4]([C:8]([N:13]([CH2:11][CH3:12])[C:14]([NH:16][CH2:17][CH3:18])=[O:15])=[O:19])[NH:5][C:6]=1[Cl:7]. Procedure details: 21.8 g (0.1 mol) of 4,5-dichloro-2-dichloromethylene-imidazole were added to a solution of 26 g (0.22 mol) of N,N'-diethylurea in 150 ml of water and the mixture was heated to 100° C. while stirring. After cooling, the product was filtered off, washed with water and dried. In this way, 18.5 g (66% of theory) of 4,5-dichloro-imidazol-2-oyl-N,N'-diethylurea with a melting point of 159° C. were obtained. Starting materials: O=C([O-])[O-], C=CCBr, CN(C)C=O, CC(C)Oc1ccc(Oc2ccc(O)cc2)cc1, Cl, [K+], [K+], O. Yields the product C=CCOc1ccc(Oc2ccc(OC(C)C)cc2)cc1. As a reaction SMILES: [C:19](=[O:20])([O-:21])[O-:22].[CH2:25]([CH:26]=[CH2:27])[Br:28].[CH3:31][N:32]([CH3:33])[CH:34]=[O:35].[CH:1]([CH3:2])([CH3:3])[O:4][c:5]1[cH:6][cH:7][c:8]([O:9][c:10]2[cH:11][cH:12][c:13]([OH:16])[cH:14][cH:15]2)[cH:17][cH:18]1.[ClH:29].[K+:23].[K+:24].[OH2:30]>>[CH:1]([CH3:2])([CH3:3])[O:4][c:5]1[cH:6][cH:7][c:8]([O:9][c:10]2[cH:11][cH:12][c:13]([O:16][CH2:27][CH:26]=[CH2:25])[cH:14][cH:15]2)[cH:17][cH:18]1. Reactants: [BH4-], CO, Cc1c2n(c3ccccc13)CCC2=O, [Na+]. Product: Cc1c2n(c3ccccc13)CCC2O. Reaction SMILES: [BH4-:1].[CH3:17][OH:18].[CH3:3][c:4]1[c:5]2[n:6]([c:7]3[cH:8][cH:9][cH:10][cH:11][c:12]13)[CH2:13][CH2:14][C:15]2=[O:16].[Na+:2]>>[CH3:3][c:4]1[c:5]2[n:6]([c:7]3[cH:8][cH:9][cH:10][cH:11][c:12]13)[CH2:13][CH2:14][CH:15]2[OH:16].